From a dataset of the Open Reaction Database (ORD), a public repository of structured organic reaction records. describe an organic reaction: reactants, conditions, products, and yield Starting materials: CS(=O)(=O)Cl, ClCCl, O, CCOC(=O)COc1cccc(CCCO)c1. Yields the product CCOC(=O)COc1cccc(CCCOS(C)(=O)=O)c1. As a reaction SMILES: [CH3:18][S:19]([Cl:20])(=[O:21])=[O:22].[Cl:24][CH2:25][Cl:26].[OH2:23].[OH:1][CH2:2][CH2:3][CH2:4][c:5]1[cH:6][c:7]([O:8][CH2:9][C:10](=[O:11])[O:12][CH2:13][CH3:14])[cH:15][cH:16][cH:17]1>>[O:1]([CH2:2][CH2:3][CH2:4][c:5]1[cH:6][c:7]([O:8][CH2:9][C:10](=[O:11])[O:12][CH2:13][CH3:14])[cH:15][cH:16][cH:17]1)[S:19]([CH3:18])(=[O:21])=[O:22]. Starting materials: O=C(CBr)c1cccnc1Br, Br, CC(=O)c1cccnc1Cl, CC(=O)O, O=C(CBr)c1cccnc1Cl, O=S(=O)(O)O. Product: O=C(CBr)c1c(Cl)ccnc1Br. As a reaction SMILES: [Br:17][c:18]1[n:19][cH:20][cH:21][cH:22][c:23]1[C:24]([CH2:25][Br:26])=[O:27].[Br:1].[C:2]([c:3]1[c:4]([Cl:11])[n:5][cH:6][cH:7][cH:8]1)(=[O:9])[CH3:10].[CH3:39][C:40](=[O:41])[OH:42].[Cl:28][c:29]1[c:30]([C:31](=[O:32])[CH2:33][Br:34])[cH:35][cH:36][cH:37][n:38]1.[S:12](=[O:13])(=[O:14])([OH:15])[OH:16]>>[Cl:11][c:22]1[cH:21][cH:20][n:19][c:18]([Br:17])[c:23]1[C:24]([CH2:25][Br:26])=[O:27]. Starting materials: C(C1=CC=CC=C1)OC=1C(=NN(C1C(=O)OC)C(CNC(=O)OC(C)(C)C)C(=O)OCC)C(=O)OC (dimethyl 4-(benzyloxy)-1-{2-[(tert-butoxycarbonyl)amino]-1-(ethoxycarbonyl)ethyl}-1H-pyrazole-3,5-dicarboxylate), C(=O)(C(F)(F)F)O (TFA). Solvent: CCOC(=O)C (EtOAc), C(Cl)(Cl)Cl (CHCl3). Conditions: time 8 hour. Yields the product C(C1=CC=CC=C1)OC=1C(=NN2C1C(NCC2C(=O)OCC)=O)C(=O)OC (Methyl 3-benzyloxy-7-ethoxycarbonyl-4-oxo-4,5,6,7-tetrahydropyrazolo[1,5-a]pyrazine-2-carboxylate). Reaction SMILES: [CH2:1]([O:8][C:9]1[C:10]([C:33]([O:35][CH3:36])=[O:34])=[N:11][N:12]([CH:18]([C:28]([O:30][CH2:31][CH3:32])=[O:29])[CH2:19][NH:20][C:21]([O:23]C(C)(C)C)=O)[C:13]=1C(OC)=O)[C:2]1[CH:7]=[CH:6][CH:5]=[CH:4][CH:3]=1.C(O)(C(F)(F)F)=O>C(Cl)(Cl)Cl.CCOC(C)=O>[CH2:1]([O:8][C:9]1[C:10]([C:33]([O:35][CH3:36])=[O:34])=[N:11][N:12]2[CH:18]([C:28]([O:30][CH2:31][CH3:32])=[O:29])[CH2:19][NH:20][C:21](=[O:23])[C:13]=12)[C:2]1[CH:3]=[CH:4][CH:5]=[CH:6][CH:7]=1. Procedure: To a solution of dimethyl 4-(benzyloxy)-1-{2-[(tert-butoxycarbonyl)amino]-1-(ethoxycarbonyl)ethyl}-1H-pyrazole-3,5-dicarboxylate (6.97 g, 13.78 mmol) in CHCl3 (150 mL) was added TFA (30 mL). The reaction was allowed to stir at room temperature overnight. The solvent was removed in vacuo, and the residue was partitioned between saturated aqueous NaHCO3 solution and CHCl3. The aqueous layer was extracted three times with CHCl3, and the combined organic extracts were dried over Na2SO4. Concentratio...